The task is: describe an organic reaction: reactants, conditions, products, and yield. This data is from the Open Reaction Database (ORD), a public repository of structured organic reaction records. Starting materials: O=C1N(C(C2=CC=CC=C12)=O)CC=1C(=C(C=2N(N1)C(=CC2)CC)C=2C=NC=C(C2)C)CCCCC(=O)OCC (ethyl 5-[2-[(1,3-dioxo-1,3-dihydro-2H-isoindol-2-yl)methyl]-7-ethyl-4-(5-methyl-3-pyridinyl)pyrrolo[1,2-b]pyridazin-3-yl]pentanoate), O.NN (hydrazine monohydrate). The solvent is C(C)O (ethanol). Product: NCC=1C(=C(C=2N(N1)C(=CC2)CC)C=2C=NC=C(C2)C)CCCCC(=O)OCC (ethyl 5-[2-(aminomethyl)-7-ethyl-4-(5-methyl-3-pyridinyl)pyrrolo[1,2-b]pyridazin-3-yl]pentanoate). The yield is 84.0%. Reaction SMILES: O=C1C2C(=CC=CC=2)C(=O)[N:3]1[CH2:12][C:13]1[C:14]([CH2:31][CH2:32][CH2:33][CH2:34][C:35]([O:37][CH2:38][CH3:39])=[O:36])=[C:15]([C:24]2[CH:25]=[N:26][CH:27]=[C:28]([CH3:30])[CH:29]=2)[C:16]2[N:17]([C:19]([CH2:22][CH3:23])=[CH:20][CH:21]=2)[N:18]=1.O.NN>C(O)C>[NH2:3][CH2:12][C:13]1[C:14]([CH2:31][CH2:32][CH2:33][CH2:34][C:35]([O:37][CH2:38][CH3:39])=[O:36])=[C:15]([C:24]2[CH:25]=[N:26][CH:27]=[C:28]([CH3:30])[CH:29]=2)[C:16]2[N:17]([C:19]([CH2:22][CH3:23])=[CH:20][CH:21]=2)[N:18]=1 |f:1.2|. Procedure details: A mixture of ethyl 5-[2-[(1,3-dioxo-1,3-dihydro-2H-isoindol-2-yl)methyl]-7-ethyl-4-(5-methyl-3-pyridinyl)pyrrolo[1,2-b]pyridazin-3-yl]pentanoate (107 mg) and hydrazine monohydrate (51.1 mg) in ethanol (2 mL) was heated under reflux for 2 hours. After evaporation of solvent, the residue was partitioned between chloroform and saturated sodium bicarbonate solution. The organic layer was separated, washed with brine, dried over magnesium sulfate, and evaporated in vacuo to give ethyl 5-[2-(aminometh... Starting materials: COC1=CC2=C(CCCC(C2)=O)C=C1 (3-methoxy-6,7,8,9-tetrahydro-5H-benzocyclohepten-6-one), C(C1=CC=CC=C1)N (benzylamine), C(C1=CC=CC=C1)N (benzylamine), [OH-].[Na+] (sodium hydroxide), C(#N)[BH3-].[Na+] (sodium cyanoborohydride). Reagents/catalysts: C(#N)[BH3-].[Na+] (sodium cyanoborohydride). Run in O (water), C(C)(=O)O (acetic acid). Run at time 5 hour. Yields the product C(C1=CC=CC=C1)NC1CC2=C(CCC1)C=CC(=C2)OC (N-benzyl-3-methoxy-6,7,8,9-tetrahydro-5H-benzocyclohepten-6-amine). As a reaction SMILES: [CH3:1][O:2][C:3]1[CH:14]=[CH:13][C:6]2[CH2:7][CH2:8][CH2:9][C:10](=O)[CH2:11][C:5]=2[CH:4]=1.[CH2:15]([NH2:22])[C:16]1[CH:21]=[CH:20][CH:19]=[CH:18][CH:17]=1.C([BH3-])#N.[Na+].[OH-].[Na+]>O.C([BH3-])#N.[Na+].C(O)(=O)C>[CH2:15]([NH:22][CH:10]1[CH2:9][CH2:8][CH2:7][C:6]2[CH:13]=[CH:14][C:3]([O:2][CH3:1])=[CH:4][C:5]=2[CH2:11]1)[C:16]1[CH:21]=[CH:20][CH:19]=[CH:18][CH:17]=1 |f:2.3,4.5,7.8|. Reported procedure: To a mixture of 3-methoxy-6,7,8,9-tetrahydro-5H-benzocyclohepten-6-one (3.6 g), benzylamine (2.5 ml), and acetic acid (27 ml) in water bath was added portionwise sodium cyanoborohydride (0.49 g), and the mixture was stirred at ambient temperature for 5 hours. Additional benzylamine (2.5 ml) and sodium cyanoborohydride (0.10 g) were added to the mixture, and stirring was continued for an additional 2 hours. The reaction mixture was made alkaline (pH>8) with 10% sodium hydroxide (150 ml), and extr... Reactants: C1CCOC1, COC(=O)c1ccc(Oc2ccc(C(C)C(O)(c3ccc4oc(=O)n(C)c4c3)C(F)(F)F)c(Cl)c2)cc1Cl, Cl, [Li+], [OH-]. Yields the product CC(c1ccc(Oc2ccc(C(=O)O)c(Cl)c2)cc1Cl)C(O)(c1ccc2oc(=O)n(C)c2c1)C(F)(F)F. As a reaction SMILES: [CH2:42]1[O:43][CH2:44][CH2:45][CH2:46]1.[CH3:1][O:2][C:3]([c:4]1[c:5]([Cl:37])[cH:6][c:7]([O:10][c:11]2[cH:12][c:13]([Cl:36])[c:14]([CH:17]([C:18]([C:19]([F:20])([F:21])[F:22])([c:23]3[cH:24][cH:25][c:26]4[c:27]([n:28]([CH3:32])[c:29](=[O:31])[o:30]4)[cH:33]3)[OH:34])[CH3:35])[cH:15][cH:16]2)[cH:8][cH:9]1)=[O:38].[ClH:41].[Li+:40].[OH-:39]>>[O:2]=[C:3]([c:4]1[c:5]([Cl:37])[cH:6][c:7]([O:10][c:11]2[cH:12][c:13]([Cl:36])[c:14]([CH:17]([C:18]([C:19]([F:20])([F:21])[F:22])([c:23]3[cH:24][cH:25][c:26]4[c:27]([n:28]([CH3:32])[c:29](=[O:31])[o:30]4)[cH:33]3)[OH:34])[CH3:35])[cH:15][cH:16]2)[cH:8][cH:9]1)[OH:38]. Starting materials: O1CCOCC1 (dioxane), BrC=1C(=NC=NC1OCCOC1=NC=C(C=N1)SC)NS(=O)(=O)C1=CC=C(C=C1)C(C)(C)C (N-{5-bromo-6-[2-(5-methylthiopyrimidin-2-yloxy)ethoxy]pyrimidin-4-yl}-4-tert-butylbenzenesulfonamide), COC=1C=C(C=CC1OC)[Sn](CCCC)(CCCC)CCCC (3,4-dimethoxyphenyltributyltin), bis(triphenylphsophine)palladium (II) chloride. The reagents and catalysts are [Cu]Cl (copper (I) chloride). Solvent: C(C)(=O)OCC (ethyl acetate), [F-].[K+] (potassium fluoride). Conditions: time 30 minute. The product is C(C)(C)(C)C1=CC=C(C=C1)S(=O)(=O)NC1=NC=NC(=C1C1=CC(=C(C=C1)OC)OC)OCCOC1=NC=C(C=N1)SC (4-tert-butyl-N-{5-(3,4-dimethoxyphenyl)-6-[2-(5-methylthiopyrimidin-2-yloxy)ethoxy]-pyrimidin-4-yl}benzenesulfonamide). Yield: 74.3%. RXN SMILES: Br[C:2]1[C:3]([NH:20][S:21]([C:24]2[CH:29]=[CH:28][C:27]([C:30]([CH3:33])([CH3:32])[CH3:31])=[CH:26][CH:25]=2)(=[O:23])=[O:22])=[N:4][CH:5]=[N:6][C:7]=1[O:8][CH2:9][CH2:10][O:11][C:12]1[N:17]=[CH:16][C:15]([S:18][CH3:19])=[CH:14][N:13]=1.[CH3:34][O:35][C:36]1[CH:37]=[C:38]([Sn](CCCC)(CCCC)CCCC)[CH:39]=[CH:40][C:41]=1[O:42][CH3:43].O1CCOCC1>C(OCC)(=O)C.[F-].[K+].[Cu]Cl>[C:30]([C:27]1[CH:28]=[CH:29][C:24]([S:21]([NH:20][C:3]2[C:2]([C:39]3[CH:38]=[CH:37][C:36]([O:35][CH3:34])=[C:41]([O:42][CH3:43])[CH:40]=3)=[C:7]([O:8][CH2:9][CH2:10][O:11][C:12]3[N:17]=[CH:16][C:15]([S:18][CH3:19])=[CH:14][N:13]=3)[N:6]=[CH:5][N:4]=2)(=[O:23])=[O:22])=[CH:25][CH:26]=1)([CH3:33])([CH3:32])[CH3:31] |f:4.5|. Reported procedure: A mixture of N-{5-bromo-6-[2-(5-methylthiopyrimidin-2-yloxy)ethoxy]pyrimidin-4-yl}-4-tert-butylbenzenesulfonamide (100 mg), 3,4-dimethoxyphenyltributyltin (220 mg), bis(triphenylphsophine)palladium (II) chloride (26 mg), copper (I) chloride (11 mg), a few crystals of 2,6-di-tert-butylcrezol and dioxane (5 ml) is refluxed for 1.5 hour. After cooling, the reaction solution is diluted with ethyl acetate and aqueous potassium fluoride solution, and the mixture is stirred at room temperature for 30 m... Starting materials: C(C)(C)N(CC)C(C)C (Diisopropylethylamine), C(C)(C)(C)OC(=O)N1CCNCC1 (piperazine-1-carboxylic acid tert-butyl ester), [N+](=O)([O-])C1=CC=C(C=C1)S(=O)(=O)Cl (4-nitrophenyl sulfonyl chloride). Solvent: C(Cl)Cl (DCM), C(Cl)Cl (DCM). Reaction conditions: time 1 hour. The product is C(C)(C)(C)OC(=O)N1CCN(CC1)S(=O)(=O)C1=CC=C(C=C1)[N+](=O)[O-] (4-(4-Nitro-benzenesulfonyl)-piperazine-1-carboxylic acid tert-butyl ester). The yield is 97.8%. RXN SMILES: C(N(C(C)C)CC)(C)C.[C:10]([O:14][C:15]([N:17]1[CH2:22][CH2:21][NH:20][CH2:19][CH2:18]1)=[O:16])([CH3:13])([CH3:12])[CH3:11].[N+:23]([C:26]1[CH:31]=[CH:30][C:29]([S:32](Cl)(=[O:34])=[O:33])=[CH:28][CH:27]=1)([O-:25])=[O:24]>C(Cl)Cl>[C:10]([O:14][C:15]([N:17]1[CH2:22][CH2:21][N:20]([S:32]([C:29]2[CH:28]=[CH:27][C:26]([N+:23]([O-:25])=[O:24])=[CH:31][CH:30]=2)(=[O:33])=[O:34])[CH2:19][CH2:18]1)=[O:16])([CH3:13])([CH3:11])[CH3:12]. Reported procedure: Diisopropylethylamine (7.8 ml, 45 mmol) was added in one portion to a stirred solution of piperazine-1-carboxylic acid tert-butyl ester (7.6 g, 41 mmol) in DCM (100 ml) at room temperature. To this mixture was added 4-nitrophenyl sulfonyl chloride (10.0 g, 45 mmol) in one portion and the mixture was stirred at room temperature under a nitrogen atmosphere for 1 hour. After this time the mixture was diluted with DCM (50 ml) and washed with water (100 ml), saturated NaHCO3 (100 ml) and HCl (100 ml,... Procedure: Ethyl 4-methyl-2-oxopentanoate and L-isoleucyl-N-(3-pyridyl)-glycine were condensed in the presence of sodium cyanoborohydride to yield N-[1-(S)-ethoxycarbonyl-3-methylbutyl]-L-isoleucyl-N-(3-pyridyl)glycine. Yields the product C(C)OC(=O)[C@H](CC(C)C)N[C@@H]([C@@H](C)CC)C(=O)N(CC(=O)O)C=1C=NC=CC1 (N-[1-(S)-ethoxycarbonyl-3-methylbutyl]-L-isoleucyl-N-(3-pyridyl)glycine). RXN SMILES: [CH3:1][CH:2]([CH3:11])[CH2:3][C:4](=O)[C:5]([O:7][CH2:8][CH3:9])=[O:6].[NH2:12][C@H:13]([C:18]([N:20]([C:25]1[CH:26]=[N:27][CH:28]=[CH:29][CH:30]=1)[CH2:21][C:22]([OH:24])=[O:23])=[O:19])[C@H:14]([CH2:16][CH3:17])[CH3:15].C([BH3-])#N.[Na+]>>[CH2:8]([O:7][C:5]([C@@H:4]([NH:12][C@H:13]([C:18]([N:20]([C:25]1[CH:26]=[N:27][CH:28]=[CH:29][CH:30]=1)[CH2:21][C:22]([OH:24])=[O:23])=[O:19])[C@H:14]([CH2:16][CH3:17])[CH3:15])[CH2:3][CH:2]([CH3:11])[CH3:1])=[O:6])[CH3:9] |f:2.3|. Reactants: CC(CC(C(=O)OCC)=O)C (Ethyl 4-methyl-2-oxopentanoate), N[C@@H]([C@@H](C)CC)C(=O)N(CC(=O)O)C=1C=NC=CC1 (L-isoleucyl-N-(3-pyridyl)-glycine), C(#N)[BH3-].[Na+] (sodium cyanoborohydride). Reactants: C12(C(=O)CC(CC1)C2(C)C)CS(=O)(=O)O (CSA), C(C1=CC=CC=C1)OC(=O)NCCCCC(C(C(=O)OC)C1=CC=CC=C1)=O (methyl 7-(N-benzyloxycarbonylamino)-3-oxo-2-phenylheptanoate), C12(C(=O)CC(CC1)C2(C)C)CS(=O)(=O)O (camphor-10-sulfonic acid), [RuI(p-cymene)(S)-BINAP]I, [Sn](Cl)(Cl)(Cl)Cl (tin chloride), [H][H] (hydrogen). Run in CO (methanol). The product is C(C1=CC=CC=C1)OC(=O)NCCCCC(C(C(=O)OC)C1=CC=CC=C1)O (methyl 7-(N-benzyloxycarbonylamino)-3-hydroxy-2-phenylheptanoate). Isolated yield 87.4%. As a reaction SMILES: [CH2:1]([O:8][C:9]([NH:11][CH2:12][CH2:13][CH2:14][CH2:15][C:16](=[O:28])[CH:17]([C:22]1[CH:27]=[CH:26][CH:25]=[CH:24][CH:23]=1)[C:18]([O:20][CH3:21])=[O:19])=[O:10])[C:2]1[CH:7]=[CH:6][CH:5]=[CH:4][CH:3]=1.[Sn](Cl)(Cl)(Cl)Cl.C12(CS(O)(=O)=O)C(C)(C)C(CC1)CC2=O.[H][H]>CO>[CH2:1]([O:8][C:9]([NH:11][CH2:12][CH2:13][CH2:14][CH2:15][CH:16]([OH:28])[CH:17]([C:22]1[CH:27]=[CH:26][CH:25]=[CH:24][CH:23]=1)[C:18]([O:20][CH3:21])=[O:19])=[O:10])[C:2]1[CH:3]=[CH:4][CH:5]=[CH:6][CH:7]=1. Procedure details: 22.6 g (58.8 mmol) of methyl 7-(N-benzyloxycarbonylamino)-3-oxo-2-phenylheptanoate, 435 mg (0.39 mmol) of [RuI(p-cymene)(S)-BINAP]I, 72 mg (0.39 mmol) of tin chloride and 364 mg (1.56 mol) of camphor-10-sulfonic acid (hereinafter referred to as "CSA") were placed in a 500 ml autoclave. After air in the autoclave was replaced with nitrogen, 160 ml of methanol was added to the mixture. The nitrogen in the autoclave was replaced with hydrogen and then the mixed solution was reacted at 80° C. under ... Yields the product CCOC(=O)C=Cc1ccc(-c2ccc3ncnc(Nc4ccc(OCc5cccc(F)c5)c(Cl)c4)c3c2)o1. Starting materials: CCOC(=O)CP(=O)(OCC)OCC, O=Cc1ccc(-c2ccc3ncnc(Nc4ccc(OCc5cccc(F)c5)c(Cl)c4)c3c2)o1. As a reaction SMILES: [CH3:35][CH2:36][O:37][C:38](=[O:39])[CH2:40][P:41]([O:42][CH2:43][CH3:44])([O:45][CH2:46][CH3:47])=[O:48].[Cl:1][c:2]1[cH:3][c:4]([NH:5][c:6]2[n:7][cH:8][n:9][c:10]3[cH:11][cH:12][c:13](-[c:16]4[cH:17][cH:18][c:19]([CH:21]=[O:22])[o:20]4)[cH:14][c:15]23)[cH:23][cH:24][c:25]1[O:26][CH2:27][c:28]1[cH:29][c:30]([F:34])[cH:31][cH:32][cH:33]1>>[Cl:1][c:2]1[cH:3][c:4]([NH:5][c:6]2[n:7][cH:8][n:9][c:10]3[cH:11][cH:12][c:13](-[c:16]4[cH:17][cH:18][c:19]([CH:21]=[CH:40][C:38]([O:37][CH2:36][CH3:35])=[O:39])[o:20]4)[cH:14][c:15]23)[cH:23][cH:24][c:25]1[O:26][CH2:27][c:28]1[cH:29][c:30]([F:34])[cH:31][cH:32][cH:33]1. RXN SMILES: [Br:1][c:2]1[cH:3][n:4][c:5]([O:8][CH3:9])[cH:6][cH:7]1.[CH2:16]([Li:17])[CH2:18][CH2:19][CH3:20].[CH3:10][CH2:11][CH2:12][CH2:13][CH2:14][CH3:15].[CH3:21][c:22]1[cH:23][c:24]([CH:25]=[O:26])[o:27][c:28]1[CH3:29].[O:31]1[CH2:32][CH2:33][CH2:34][CH2:35]1.[OH2:30]>>[c:2]1([CH:25]([c:24]2[cH:23][c:22]([CH3:21])[c:28]([CH3:29])[o:27]2)[OH:26])[cH:3][n:4][c:5]([O:8][CH3:9])[cH:6][cH:7]1. The product is COc1ccc(C(O)c2cc(C)c(C)o2)cn1. Reactants: COc1ccc(Br)cn1, [Li]CCCC, CCCCCC, Cc1cc(C=O)oc1C, C1CCOC1, O.